This data is from the Open Reaction Database (ORD), a public repository of structured organic reaction records. The task is: describe an organic reaction: reactants, conditions, products, and yield Reactants: COC1=CC=C(COC=2C=C(C(=O)O)C=CC2)C=C1 (3-[(4-Methoxybenzyl)oxy]benzoic acid), C(C)(=O)NN (acethydrazide), C=1C=CC2=C(C1)N=NN2O (HOBT), C(CCl)Cl (EDC), CC[N+](CC)(CC)S(=O)(=O)N=C([O-])OC (Burgess' reagent). Run in CN(C)C=O (DMF). Reaction conditions: time 8 hour. Yields the product COC1=CC=C(COC=2C=C(C=CC2)C=2OC(=NN2)C)C=C1 (2-{3-[(4-methoxybenzyl)oxy]phenyl}-5-methyl-1,3,4-oxadiazole). Reaction SMILES: [CH3:1][O:2][C:3]1[CH:19]=[CH:18][C:6]([CH2:7][O:8][C:9]2[CH:10]=[C:11]([CH:15]=[CH:16][CH:17]=2)[C:12]([OH:14])=O)=[CH:5][CH:4]=1.[C:20]([NH:23][NH2:24])(=O)[CH3:21].C1C=CC2N(O)N=NC=2C=1.C(Cl)CCl.CC[N+](S(N=C(OC)[O-])(=O)=O)(CC)CC>CN(C=O)C>[CH3:1][O:2][C:3]1[CH:4]=[CH:5][C:6]([CH2:7][O:8][C:9]2[CH:10]=[C:11]([C:12]3[O:14][C:20]([CH3:21])=[N:23][N:24]=3)[CH:15]=[CH:16][CH:17]=2)=[CH:18][CH:19]=1. Reported procedure: 3-[(4-Methoxybenzyl)oxy]benzoic acid (9.26 g, 35.9 mmol), acethydrazide (3.98 g, 53.8 mmol), HOBT (6.59 g, 43 mmol) and EDC (10.3 g, 53.8 mmol) were weighed into a 200 mL RB flask. DMF (60 mL) was added. The mixture was stirred vigorously at room temperature. The solid dissolved within 5 min. LC-MS showed complete consumption of the acid after 30 min. DMF was removed at 60° C. under vacuum. The residue was treated with 100 mL EtOAc/water (1/1) and was allowed to stand overnight. The solid was co... RXN SMILES: [CH2:1]([CH3:2])[O:3][C:4](=[O:5])[C:6]1=[CH:7][N:8]([C:21]([c:22]2[cH:23][cH:24][c:25]([F:28])[cH:26][cH:27]2)=[O:29])[CH2:9][C:10](=[O:20])[c:11]2[c:12]1[nH:13][c:14]1[cH:15][cH:16][cH:17][cH:18][c:19]21.[CH3:30][c:31]1[cH:32][cH:33][c:34]([S:35]([OH:36])(=[O:37])=[O:38])[cH:39][cH:40]1.[CH3:45][c:46]1[cH:47][cH:48][cH:49][cH:50][cH:51]1.[Cl:52][CH2:53][Cl:54].[OH:41][CH2:42][CH2:43][OH:44]>>[CH2:1]([CH3:2])[O:3][C:4](=[O:5])[C:6]1=[CH:7][N:8]([C:21]([c:22]2[cH:23][cH:24][c:25]([F:28])[cH:26][cH:27]2)=[O:29])[CH2:9][C:10]2([c:11]3[c:12]1[nH:13][c:14]1[cH:15][cH:16][cH:17][cH:18][c:19]31)[O:20][CH2:43][CH2:42][O:41]2. Yields the product CCOC(=O)C1=CN(C(=O)c2ccc(F)cc2)CC2(OCCO2)c2c1[nH]c1ccccc21. Reactants: CCOC(=O)C1=CN(C(=O)c2ccc(F)cc2)CC(=O)c2c1[nH]c1ccccc21, Cc1ccc(S(=O)(=O)O)cc1, Cc1ccccc1, ClCCl, OCCO. Starting materials: Cl.N(C1=CC=CC=C1)C1=CC(=NC2=CC=C3C(=C12)NC=N3)C (9-Anilino-7-methyl-1H-imidazo[4,5-f]quinoline Hydrochloride), ClC=1C(=CC(=C(N)C1)OC)OC (5-chloro-2,4-dimethoxyaniline). The solvent is C(C)O (ethanol). Run at time 8 hour. Yields the product O.Cl.ClC=1C(=CC(=C(NC2=CC(=NC3=CC=C4C(=C23)NC=N4)C)C1)OC)OC (9-(5-Chloro-2,4-dimethoxyanilino)-7-methyl-1H-imidazo[4,5-f]quinoline Hydrochloride Hydrate). RXN SMILES: Cl.N([C:9]1[C:18]2[C:13](=[CH:14][CH:15]=[C:16]3[N:21]=[CH:20][NH:19][C:17]3=2)[N:12]=[C:11]([CH3:22])[CH:10]=1)C1C=CC=CC=1.[Cl:23][C:24]1[C:25]([O:33][CH3:34])=[CH:26][C:27]([O:31][CH3:32])=[C:28]([CH:30]=1)[NH2:29]>C(O)C>[OH2:31].[ClH:23].[Cl:23][C:24]1[C:25]([O:33][CH3:34])=[CH:26][C:27]([O:31][CH3:32])=[C:28]([CH:30]=1)[NH:29][C:9]1[C:18]2[C:13](=[CH:14][CH:15]=[C:16]3[N:21]=[CH:20][NH:19][C:17]3=2)[N:12]=[C:11]([CH3:22])[CH:10]=1 |f:0.1,4.5.6|. Reported procedure: A mixture of 40 g. (0.184 m.) of the compound of Example I, C., 346 g. (0.184 m.) of 5-chloro-2,4-dimethoxyaniline and 500 ml. of ethanol was refluxed with stirring overnight. The solvents were removed by distillation and the crude product dissolved in 3000 ml. of MeOH. The MeOH filtrate was concentrated to one-half its volume, chilled and filtered to yield 13 g. m.p. 400°. Reactants: ClCCl, CC1CNCC(C)C1, O=C(O)c1cc(S(=O)(=O)Cl)cc(Cl)c1Cl. Yields the product CC1CC(C)CN(S(=O)(=O)c2cc(Cl)c(Cl)c(C(=O)O)c2)C1. As a reaction SMILES: [CH2:24]([Cl:25])[Cl:26].[CH3:1][CH:2]1[CH2:3][NH:4][CH2:5][CH:6]([CH3:8])[CH2:7]1.[Cl:9][c:10]1[c:11]([C:12](=[O:13])[OH:14])[cH:15][c:16]([S:20](=[O:21])(=[O:22])[Cl:23])[cH:17][c:18]1[Cl:19]>>[CH3:1][CH:2]1[CH2:3][N:4]([S:20]([c:16]2[cH:15][c:11]([C:12](=[O:13])[OH:14])[c:10]([Cl:9])[c:18]([Cl:19])[cH:17]2)(=[O:21])=[O:22])[CH2:5][CH:6]([CH3:8])[CH2:7]1. The reactants are ClC1=C(C(=CC=C1)Cl)CC#N ((2,6-dichloro-phenyl)-acetonitrile), ClC1=C(C(=CC=C1)Cl)CC#N ((2,6-dichloro-phenyl)-acetonitrile), [OH-].[K+] (KOH), ClC1=C(C(=CC=C1)Cl)CC(=O)O ((2,6-dichloro-phenyl)-acetic acid), C(C(=O)Cl)(=O)Cl (oxalyl chloride). Reagents/catalysts: CN(C=O)C (dimethyl formamide). The solvent is C(C)O (ethanol), O (water), C1=CC=CC=C1 (benzene). Run at temperature 80 celsius, time 3.5 hour. Product: ClC1=C(C(=CC=C1)Cl)CC(=O)Cl ((2,6-dichloro-phenyl)-acetyl chloride). Reaction SMILES: [Cl:1]C1C=CC=C(Cl)C=1CC#N.[OH-].[K+].[Cl:14][C:15]1[CH:20]=[CH:19][CH:18]=[C:17]([Cl:21])[C:16]=1[CH2:22][C:23]([OH:25])=O.C(Cl)(=O)C(Cl)=O>C(O)C.C1C=CC=CC=1.CN(C)C=O.O>[Cl:14][C:15]1[CH:20]=[CH:19][CH:18]=[C:17]([Cl:21])[C:16]=1[CH2:22][C:23]([Cl:1])=[O:25] |f:1.2|. Reported procedure: A solution of (2,6-dichloro-phenyl)-acetonitrile (Intermediate A1) (commercially available at Aldrich) (18.6 g, 100 mmol) in ethanol (40 mL) and water (50 mL) was treated with KOH (30 g) and the mixture was heated to 80° C. for 20 h. The mixture was quenched with HCl until pH 3. The product was extracted with chloroform (5×50 mL). The extracts were combined, dried over MgSO4, filtered and evaporated to dryness. The product was (2,6-dichloro-phenyl)-acetic acid, 17 g (83%). A solution of (2,6-dic...